This data is from the Open Reaction Database (ORD), a public repository of structured organic reaction records. The task is: describe an organic reaction: reactants, conditions, products, and yield Starting materials: CCCC[Sn](CCCC)(CCCC)c1ccccn1, Cc1ccccc1, O=C1OC2(CCCCC2)CN1Cc1cccc(I)c1. The product is O=C1OC2(CCCCC2)CN1Cc1cccc(-c2ccccn2)c1. As a reaction SMILES: [CH2:20]([Sn:21]([CH2:22][CH2:23][CH2:24][CH3:31])([c:25]1[n:26][cH:27][cH:28][cH:29][cH:30]1)[CH2:32][CH2:33][CH2:34][CH3:35])[CH2:36][CH2:37][CH3:38].[CH3:39][c:40]1[cH:41][cH:42][cH:43][cH:44][cH:45]1.[I:1][c:2]1[cH:3][c:4]([CH2:5][N:6]2[C:7](=[O:16])[O:8][C:9]3([CH2:10]2)[CH2:11][CH2:12][CH2:13][CH2:14][CH2:15]3)[cH:17][cH:18][cH:19]1>>[c:2]1(-[c:25]2[n:26][cH:27][cH:28][cH:29][cH:30]2)[cH:3][c:4]([CH2:5][N:6]2[C:7](=[O:16])[O:8][C:9]3([CH2:10]2)[CH2:11][CH2:12][CH2:13][CH2:14][CH2:15]3)[cH:17][cH:18][cH:19]1. Starting materials: ClCCCBr, Cn1c(-c2ccc(C(F)(F)F)cc2)n[nH]c1=S, CC(=O)O, CCO. Yields the product Cn1c(SCCCCl)nnc1-c1ccc(C(F)(F)F)cc1. Reaction SMILES: [Br:18][CH2:19][CH2:20][CH2:21][Cl:22].[CH3:1][n:2]1[c:3](=[S:17])[nH:4][n:5][c:6]1-[c:7]1[cH:8][cH:9][c:10]([C:13]([F:14])([F:15])[F:16])[cH:11][cH:12]1.[CH3:23][C:24](=[O:25])[OH:26].[CH3:27][CH2:28][OH:29]>>[CH3:1][n:2]1[c:3]([S:17][CH2:19][CH2:20][CH2:21][Cl:22])[n:4][n:5][c:6]1-[c:7]1[cH:8][cH:9][c:10]([C:13]([F:14])([F:15])[F:16])[cH:11][cH:12]1. Reactants: COC1=CC(=CC(=C1OC)OC)CC2C3=CC(=C(C=C3CCN2)O)O.Cl (trimetoquinol), endoperoxide thromboxane A2, hydrobromide salts, C(C1=CC=CC=C1)OC=1C=C2CCNC(C2=CC1OCC1=CC=CC=C1)CC1=CC(=C(C(=C1)I)OC)I (6,7-dibenzyloxy-1-(3,5-diiodo-4-methoxybenzyl)-1,2,3,4-tetrahydro-isoquinoline), B(Br)(Br)Br (BBr3). The product is OC=1C=C2CCNC(C2=CC1O)CC1=CC(=C(C(=C1)I)O)I (6,7-dihydroxy-1-(3,5-diiodo-4-hydroxybenzyl)-1,2,3,4-tetrahydroisoquinoline), desmethyl. As a reaction SMILES: C([O:8][C:9]1[CH:10]=[C:11]2[C:16](=[CH:17][C:18]=1[O:19]CC1C=CC=CC=1)[CH:15]([CH2:27][C:28]1[CH:33]=[C:32]([I:34])[C:31]([O:35]C)=[C:30]([I:37])[CH:29]=1)[NH:14][CH2:13][CH2:12]2)C1C=CC=CC=1.COC1C(OC)=C(OC)C=C(CC2NCCC3C2=CC(O)=C(O)C=3)C=1.Cl.B(Br)(Br)Br>>[OH:8][C:9]1[CH:10]=[C:11]2[C:16](=[CH:17][C:18]=1[OH:19])[CH:15]([CH2:27][C:28]1[CH:33]=[C:32]([I:34])[C:31]([OH:35])=[C:30]([I:37])[CH:29]=1)[NH:14][CH2:13][CH2:12]2 |f:1.2|. Procedure: While reaction of 10a with acetic anhydride at room temperature did not give the desired 4′-acetamido derivative 13, heating 10a in acetic anhydride at reflux resulted in the diacetylation product 16 (Scheme 3). Similar diacetylation has been reported with the reaction of 2,6-dibromo-4-toluidine with refluxing acetic anhydride while lower temperatures gave a mixture of mono and diacetylated products. Ulffers, F.; von Janson, A. Diacetylderivate einger Amine der aromatischen Reihe Ber. 1894, 27, ... Starting materials: C(C1=CC=CC=C1)OC(=O)N1C[C@H]([C@H](C1)OC)OC (3,4-cis-dimethoxy-pyrrolidine-1-carboxylic acid benzyl ester). Reagents/catalysts: [Pd] (Pd). Solvent: CO (MeOH). Run at time 3 hour. Product: CO[C@@H]1CNC[C@@H]1OC (3,4-cis-Dimethoxy-pyrrolidine). Isolated yield 99.0%. As a reaction SMILES: C(OC([N:11]1[CH2:15][C@H:14]([O:16][CH3:17])[C@H:13]([O:18][CH3:19])[CH2:12]1)=O)C1C=CC=CC=1>CO.[Pd]>[CH3:19][O:18][C@H:13]1[C@@H:14]([O:16][CH3:17])[CH2:15][NH:11][CH2:12]1. Procedure: To a stirred solution of 3,4-cis-dimethoxy-pyrrolidine-1-carboxylic acid benzyl ester 5b (16.95 g, 63.9 mmole) in MeOH (150 ml) was added 10% Pd on C (1.3 g). The mixture was stirred under H2 balloon at room temperature for 3 hours and filtered through celite. The filtrate was concentrated, in vacuo, re-dissolved in CH2Cl2 and dried over Na2SO4. The solution was concentrated to give 8.3 g (99%) of a yellow oil. 1H NMR (300 MHz, CDCl3) δ3.80 (2H, m), 3.47 (2H, bs), 3.41 (6H, s), 3.01 (2H, bs). Starting materials: FC(OC1=CC=C(C=C1)N1N=C(C(C=C1)=O)C(\C=C\N(C)C)=O)F (1-(4-Difluoromethoxy-phenyl)-3-((E)-3-dimethylamino-acryloyl)-1H-pyridazin-4-one), N(=O)[O-].[Na+] (sodium nitrite), [Sn](Cl)Cl (tin(II) chloride), FC=1C=C(C=CC1)NN ((3-fluoro-phenyl)-hydrazine), amino. The product is FC(OC1=CC=C(C=C1)N1N=C(C(C=C1)=O)C=1N(N=CC1)C1=CC(=CC=C1)F)F (1-(4-Difluoromethoxy-phenyl)-3-[2-(3-fluoro-phenyl)-2H-pyrazol-3-yl]-1H-pyridazin-4-one). Yield: 62.0%. RXN SMILES: [F:1][CH:2]([F:24])[O:3][C:4]1[CH:9]=[CH:8][C:7]([N:10]2[CH:15]=[CH:14][C:13](=[O:16])[C:12]([C:17](=O)/[CH:18]=[CH:19]/[N:20](C)C)=[N:11]2)=[CH:6][CH:5]=1.[F:25][C:26]1[CH:27]=[C:28]([NH:32]N)[CH:29]=[CH:30][CH:31]=1.N([O-])=O.[Na+].[Sn](Cl)Cl>>[F:1][CH:2]([F:24])[O:3][C:4]1[CH:9]=[CH:8][C:7]([N:10]2[CH:15]=[CH:14][C:13](=[O:16])[C:12]([C:17]3[N:32]([C:28]4[CH:29]=[CH:30][CH:31]=[C:26]([F:25])[CH:27]=4)[N:20]=[CH:19][CH:18]=3)=[N:11]2)=[CH:6][CH:5]=1 |f:2.3|. Procedure: The product was obtained starting from 1-(4-Difluoromethoxy-phenyl)-3-((E)-3-dimethylamino-acryloyl)-1H-pyridazin-4-one (A-9) and (3-fluoro-phenyl)-hydrazine (prepared from the corresponding amino derivative using sodium nitrite and tin(II) chloride as described in J. Med. Chem. 2003, 46, 4676-4686) according to the method described for Example 91 in 62% yield. MS: M=399.1 (M+H)+ Reactants: C(C)(C)(C)OC(=O)N1C(OC[C@H]1C=CC1=C(C=CC=C1)C(=O)OCC)(C)C ((R)-4-[2-(2-ethoxycarbonylphenyl)-vinyl]-2,2-dimethyl-oxazolidine-3-carboxylic acid tert-butyl ester), Cl (HCl). Run in CO (methanol). Run at time 18 hour. Product: C(C)OC(C1=C(C=CC=C1)C=C[C@H](CO)N)=O (2-((R)-3-Amino-4-hydroxy-but-1-enyl)-benzoic Acid Ethyl Ester). Reaction SMILES: C(OC([N:8]1[C@H:12]([CH:13]=[CH:14][C:15]2[CH:20]=[CH:19][CH:18]=[CH:17][C:16]=2[C:21]([O:23][CH2:24][CH3:25])=[O:22])[CH2:11][O:10]C1(C)C)=O)(C)(C)C.Cl>CO>[CH2:24]([O:23][C:21](=[O:22])[C:16]1[CH:17]=[CH:18][CH:19]=[CH:20][C:15]=1[CH:14]=[CH:13][C@@H:12]([NH2:8])[CH2:11][OH:10])[CH3:25]. Reported procedure: To a solution of (R)-4-[2-(2-ethoxycarbonylphenyl)-vinyl]-2,2-dimethyl-oxazolidine-3-carboxylic acid tert-butyl ester (3.3 g, 8.70 mmol) in methanol (50 mL) is added conc. HCl (4 mL) and stirred at RT for 18 h. The solvent is removed under reduced pressure and EtOAc and 2N NaOH, which is saturated by NaCl, is added. The aqueous phase is extracted with EtOAc and the organic phases are combined together, washed with brine, dried over MgSO4, filtered and concentrated to afford the title compound as... Reactants: COC=1C=C(C=CC1)C1=C(C(NC2=NC=CC=C12)=O)NC(=O)NC1=C(C=CC=C1C(C)C)C(C)C (N-[4-(3-methoxyphenyl)-1,2-dihydro-2-oxo-1,8-naphthyridin-3-yl]-N'-(2,6-diisopropylphenyl)urea), BrCCOC1=CC=CC=C1 (β-bromophenetole), C([O-])([O-])=O.[K+].[K+] (potassium carbonate), O (water). The solvent is CN(C)C=O (DMF). Conditions: time 10 hour. Yields the product O(C1=CC=CC=C1)CCN1C(C(=C(C2=CC=CN=C12)C1=CC(=CC=C1)OC)NC(=O)NC1=C(C=CC=C1C(C)C)C(C)C)=O (N-[1-(2-phenoxyethyl)-4-(3-methoxyphenyl)-1,2-dihydro-2-oxo-1,8-naphthyridin-3-yl]-N'-(2,6-diisopropylphenyl)urea). The yield is 72.6%. RXN SMILES: [CH3:1][O:2][C:3]1[CH:4]=[C:5]([C:9]2[C:18]3[C:13](=[N:14][CH:15]=[CH:16][CH:17]=3)[NH:12][C:11](=[O:19])[C:10]=2[NH:20][C:21]([NH:23][C:24]2[C:29]([CH:30]([CH3:32])[CH3:31])=[CH:28][CH:27]=[CH:26][C:25]=2[CH:33]([CH3:35])[CH3:34])=[O:22])[CH:6]=[CH:7][CH:8]=1.Br[CH2:37][CH2:38][O:39][C:40]1[CH:45]=[CH:44][CH:43]=[CH:42][CH:41]=1.C(=O)([O-])[O-].[K+].[K+].O>CN(C=O)C>[O:39]([CH2:38][CH2:37][N:12]1[C:13]2[C:18](=[CH:17][CH:16]=[CH:15][N:14]=2)[C:9]([C:5]2[CH:6]=[CH:7][CH:8]=[C:3]([O:2][CH3:1])[CH:4]=2)=[C:10]([NH:20][C:21]([NH:23][C:24]2[C:29]([CH:30]([CH3:31])[CH3:32])=[CH:28][CH:27]=[CH:26][C:25]=2[CH:33]([CH3:35])[CH3:34])=[O:22])[C:11]1=[O:19])[C:40]1[CH:45]=[CH:44][CH:43]=[CH:42][CH:41]=1 |f:2.3.4|. Reported procedure: To a solution of N-[4-(3-methoxyphenyl)-1,2-dihydro-2-oxo-1,8-naphthyridin-3-yl]-N'-(2,6-diisopropylphenyl)urea (500 mg, 1.06 mmol) in DMF (10 ml) were added β-bromophenetole (256 mg, 1.28 mmol) and potassium carbonate (441 mg, 3.19 mmol), and the mixture was stirred at 40°-50° C. for 10 hours. The mixture was allowed to stand for cooling, and then poured into water. The mixture was extracted with ethyl acetate, and the extract was washed with water, washed with a saturated aqueous sodium chlori...